This data is from the Open Reaction Database (ORD), a public repository of structured organic reaction records. The task is: describe an organic reaction: reactants, conditions, products, and yield Starting materials: C[C@@H]1CC[C@H](CC1)NC(C=CC1=CC(=C(C=C1)OCCCl)OC)=O (N-(trans-4-methylcyclohexyl)-4-(2-chloroethoxy)-3-methoxycinnamamide), CN1CCNCC1 (1-methylpiperazine). Product: C[C@@H]1CC[C@H](CC1)NC(C=CC1=CC(=C(C=C1)OCCN1CCN(CC1)C)OC)=O (N-(trans-4-methylcyclohexyl)-4-[2-(4-methylpiperazinyl)ethoxy]-3-methoxycinnamamide). Reaction SMILES: [CH3:1][C@H:2]1[CH2:7][CH2:6][C@H:5]([NH:8][C:9](=[O:24])[CH:10]=[CH:11][C:12]2[CH:17]=[CH:16][C:15]([O:18][CH2:19][CH2:20]Cl)=[C:14]([O:22][CH3:23])[CH:13]=2)[CH2:4][CH2:3]1.[CH3:25][N:26]1[CH2:31][CH2:30][NH:29][CH2:28][CH2:27]1>>[CH3:1][C@H:2]1[CH2:7][CH2:6][C@H:5]([NH:8][C:9](=[O:24])[CH:10]=[CH:11][C:12]2[CH:17]=[CH:16][C:15]([O:18][CH2:19][CH2:20][N:29]3[CH2:30][CH2:31][N:26]([CH3:25])[CH2:27][CH2:28]3)=[C:14]([O:22][CH3:23])[CH:13]=2)[CH2:4][CH2:3]1. Procedure details: Using 3.9 g of N-(trans-4-methylcyclohexyl)-4-(2-chloroethoxy)-3-methoxycinnamamide (Example 138) and 24 ml of 1-methylpiperazine, a reaction similar to that conducted in Example 142 was carried out. As a result, 2.24 g of N-(trans-4-methylcyclohexyl)-4-[2-(4-methylpiperazinyl)ethoxy]-3-methoxycinnamamide (a compound of the present invention) was obtained as light-brownish white crystal, which had the following physioche mical properties: The reactants are C1CC2(PC34CCC(CC3)C4)CCC1C2, CC(C)(C)[O-], Cc1ccc(C)cc1, CN(C)c1ccccc1-c1ccccc1[Pd]Cl, Clc1cc(Cl)ncn1, [Na+], Nc1cccc2cnccc12. Product: Clc1cc(Nc2cccc3cnccc23)ncn1. Reaction SMILES: [C:34]12([PH:35][C:36]34[CH2:37][CH:38]([CH2:39][CH2:40]3)[CH2:41][CH2:42]4)[CH2:43][CH:44]([CH2:45][CH2:46]1)[CH2:47][CH2:48]2.[CH3:20][C:21]([CH3:22])([O-:23])[CH3:24].[CH3:26][c:27]1[cH:28][cH:29][c:30]([CH3:31])[cH:32][cH:33]1.[CH3:49][N:50]([CH3:51])[c:52]1[cH:53][cH:54][cH:55][cH:56][c:57]1-[c:58]1[cH:59][cH:60][cH:61][cH:62][c:63]1[Pd:64][Cl:65].[Cl:1][c:2]1[n:3][cH:4][n:5][c:6]([Cl:8])[cH:7]1.[Na+:25].[cH:9]1[n:10][cH:11][cH:12][c:13]2[c:14]([NH2:19])[cH:15][cH:16][cH:17][c:18]12>>[c:2]1([NH:19][c:14]2[c:13]3[cH:12][cH:11][n:10][cH:9][c:18]3[cH:17][cH:16][cH:15]2)[n:3][cH:4][n:5][c:6]([Cl:8])[cH:7]1. Starting materials: O=C(O)C=Cc1cccc(C(F)(F)F)c1F, CC(F)(F)c1ccc(Cn2ccc(N)n2)o1. Product: CC(F)(F)c1ccc(Cn2ccc(NC(=O)C=Cc3cccc(C(F)(F)F)c3F)n2)o1. RXN SMILES: [F:17][c:18]1[c:19]([CH:28]=[CH:29][C:30](=[O:31])[OH:32])[cH:20][cH:21][cH:22][c:23]1[C:24]([F:25])([F:26])[F:27].[F:1][C:2]([CH3:3])([F:4])[c:5]1[cH:6][cH:7][c:8]([CH2:10][n:11]2[n:12][c:13]([NH2:16])[cH:14][cH:15]2)[o:9]1>>[F:1][C:2]([CH3:3])([F:4])[c:5]1[cH:6][cH:7][c:8]([CH2:10][n:11]2[n:12][c:13]([NH:16][C:30]([CH:29]=[CH:28][c:19]3[c:18]([F:17])[c:23]([C:24]([F:25])([F:26])[F:27])[cH:22][cH:21][cH:20]3)=[O:31])[cH:14][cH:15]2)[o:9]1. Reactants: ClC1=NC=NC2=CC(=C(C=C12)OC)OC (4-chloro-6,7-bis(methyloxy)quinazoline), NC=1C=C(C=CC1OCC(F)(F)F)S(=O)(=O)NC (3-amino-N-methyl-4-[(2,2,2-trifluoroethyl)oxy]benzenesulfonamide). Run in CC(C)O (i-PrOH). The product is Cl.COC=1C=C2C(=NC=NC2=CC1OC)NC=1C=C(C=CC1OCC(F)(F)F)S(=O)(=O)NC (3-{[6,7-bis(methyloxy)-4-quinazolinyl]amino}-N-methyl-4-[(2,2,2-trifluoroethyl)oxy]benzenesulfonamide hydrochloride). Yield: 70.7%. As a reaction SMILES: [Cl:1][C:2]1[C:11]2[C:6](=[CH:7][C:8]([O:14][CH3:15])=[C:9]([O:12][CH3:13])[CH:10]=2)[N:5]=[CH:4][N:3]=1.[NH2:16][C:17]1[CH:18]=[C:19]([S:29]([NH:32][CH3:33])(=[O:31])=[O:30])[CH:20]=[CH:21][C:22]=1[O:23][CH2:24][C:25]([F:28])([F:27])[F:26]>CC(O)C>[ClH:1].[CH3:13][O:12][C:9]1[CH:10]=[C:11]2[C:6](=[CH:7][C:8]=1[O:14][CH3:15])[N:5]=[CH:4][N:3]=[C:2]2[NH:16][C:17]1[CH:18]=[C:19]([S:29]([NH:32][CH3:33])(=[O:30])=[O:31])[CH:20]=[CH:21][C:22]=1[O:23][CH2:24][C:25]([F:27])([F:26])[F:28] |f:3.4|. Reported procedure: A mixture of 4-chloro-6,7-bis(methyloxy)quinazoline (100 mg, 0.445 mmol) and 3-amino-N-methyl-4-[(2,2,2-trifluoroethyl)oxy]benzenesulfonamide (139 mg, 0.490 mmol) in i-PrOH (2 mL) was subjected to microwave irradiation (100° C., 2 bar) for 30 minutes before being cooled to room temperature. The solid that formed was collected by filtration and washed with isopropanol to give 3-{[6,7-bis(methyloxy)-4-quinazolinyl]amino}-N-methyl-4-[(2,2,2-trifluoroethyl)oxy]benzenesulfonamide hydrochloride (160 m...